This data is from the Open Reaction Database (ORD), a public repository of structured organic reaction records. The task is: describe an organic reaction: reactants, conditions, products, and yield Reactants: ClC=1C=CC(=C(C1)C1=CC(N(C=C1OC)C(C(=O)O)C[C@@H]1CC[C@@H](CC1)OC)=O)C#N (2-[4-(5-chloro-2-cyanophenyl)-5-methoxy-2-oxopyridin-1(2H)-yl]-3-(cis-4-methoxycyclohexyl)propanoic acid), NC1=CC=C(C(=O)OCC)C=C1 (ethyl 4-aminobenzoate), CC(N=C=NC(C)C)C (DIC). Solvent: CN(C=O)C (dimethylformamide), [Cl-].[Li+] (lithium chloride), C(C)(=O)OCC (ethyl acetate). The product is ClC=1C=CC(=C(C1)C1=CC(N(C=C1OC)C(C(=O)NC1=CC=C(C(=O)OCC)C=C1)C[C@@H]1CC[C@@H](CC1)OC)=O)C#N (Ethyl 4-({2-[4-(5-chloro-2-cyanophenyl)-5-methoxy-2-oxopyridin-1(2H)-yl]-3-(cis-4-methoxycyclohexyl)propanoyl}amino)benzoate). Reaction SMILES: [Cl:1][C:2]1[CH:3]=[CH:4][C:5]([C:30]#[N:31])=[C:6]([C:8]2[C:13]([O:14][CH3:15])=[CH:12][N:11]([CH:16]([CH2:20][C@H:21]3[CH2:26][CH2:25][C@@H:24]([O:27][CH3:28])[CH2:23][CH2:22]3)[C:17](O)=[O:18])[C:10](=[O:29])[CH:9]=2)[CH:7]=1.[NH2:32][C:33]1[CH:43]=[CH:42][C:36]([C:37]([O:39][CH2:40][CH3:41])=[O:38])=[CH:35][CH:34]=1.CC(C)N=C=NC(C)C>CN(C)C=O.[Cl-].[Li+].C(OCC)(=O)C>[Cl:1][C:2]1[CH:3]=[CH:4][C:5]([C:30]#[N:31])=[C:6]([C:8]2[C:13]([O:14][CH3:15])=[CH:12][N:11]([CH:16]([CH2:20][C@H:21]3[CH2:26][CH2:25][C@@H:24]([O:27][CH3:28])[CH2:23][CH2:22]3)[C:17]([NH:32][C:33]3[CH:34]=[CH:35][C:36]([C:37]([O:39][CH2:40][CH3:41])=[O:38])=[CH:42][CH:43]=3)=[O:18])[C:10](=[O:29])[CH:9]=2)[CH:7]=1 |f:4.5|. Procedure details: 2.10 g (purity 74%, 4.72 mmol) of 2-[4-(5-chloro-2-cyanophenyl)-5-methoxy-2-oxopyridin-1(2H)-yl]-3-(cis-4-methoxycyclohexyl)propanoic acid (racemate), 780 mg (4.72 mmol) of ethyl 4-aminobenzoate, 671 mg (4.72 mmol) of Oxima and 735 μl (4.72 mmol) of DIC in 47 ml of dimethylformamide were reacted according to General Method 5B. After complete conversion, the reaction solution was diluted with 263 ml of 10% strength lithium chloride solution and 210 ml of ethyl acetate and the phases were separate... Reactants: C(C)(C)(C)OC(=O)NC1=CC=CC2=CC=C(C=C12)O[Si](C1=CC=CC=C1)(C1=CC=CC=C1)C(C)(C)C (1-(tert-butoxycarbonylamino)-7-(tert-butyldiphenylsilyloxy)naphthalene), CCOCC (Et2O), Cl (HCl). Solvent: CCOC(=O)C (EtOAc). Run at time 1 hour. Yields the product Cl.NC1=CC=CC2=CC=C(C=C12)O[Si](C1=CC=CC=C1)(C1=CC=CC=C1)C(C)(C)C (l-Amino-7-(tert-butyldiphenylsilyloxy)naphthalene hydrochloride). Reaction SMILES: C(OC([NH:8][C:9]1[C:18]2[C:13](=[CH:14][CH:15]=[C:16]([O:19][Si:20]([C:33]([CH3:36])([CH3:35])[CH3:34])([C:27]3[CH:32]=[CH:31][CH:30]=[CH:29][CH:28]=3)[C:21]3[CH:26]=[CH:25][CH:24]=[CH:23][CH:22]=3)[CH:17]=2)[CH:12]=[CH:11][CH:10]=1)=O)(C)(C)C.CCOCC.[ClH:42]>CCOC(C)=O>[ClH:42].[NH2:8][C:9]1[C:18]2[C:13](=[CH:14][CH:15]=[C:16]([O:19][Si:20]([C:33]([CH3:36])([CH3:35])[CH3:34])([C:21]3[CH:22]=[CH:23][CH:24]=[CH:25][CH:26]=3)[C:27]3[CH:32]=[CH:31][CH:30]=[CH:29][CH:28]=3)[CH:17]=2)[CH:12]=[CH:11][CH:10]=1 |f:4.5|. Reported procedure: A solution of 1-(tert-butoxycarbonylamino)-7-(tert-butyldiphenylsilyloxy)naphthalene, as described above in Step B, (1.54 g, 3.09 mmol) in EtOAc (80 mL) and Et2O (20 mL) at ambient temperature was saturated with HCl (g). After 1 hr, the mixture was concentrated in vacuo to yield the desired product as a pale solid. Reactants: ClCCCl, CN1CCOCC1, Cc1[nH]c(C(=O)O)cc1Cl, ClCCl, Cl, COC(=O)N1CCC(N)C(C)C1, On1nnc2ccccc21. Product: COC(=O)N1CCC(NC(=O)c2cc(Cl)c(C)[nH]2)C(C)C1. Reaction SMILES: [CH2:40]([Cl:41])[CH2:42][Cl:43].[CH3:33][N:34]1[CH2:35][CH2:36][O:37][CH2:38][CH2:39]1.[Cl:1][c:2]1[cH:3][c:4]([C:8](=[O:9])[OH:10])[nH:5][c:6]1[CH3:7].[Cl:45][CH2:46][Cl:47].[ClH:44].[NH2:11][CH:12]1[CH:13]([CH3:22])[CH2:14][N:15]([C:18](=[O:19])[O:20][CH3:21])[CH2:16][CH2:17]1.[OH:23][n:24]1[c:25]2[c:26]([cH:27][cH:28][cH:29][cH:30]2)[n:31][n:32]1>>[Cl:1][c:2]1[cH:3][c:4]([C:8](=[O:10])[NH:11][CH:12]2[CH:13]([CH3:22])[CH2:14][N:15]([C:18](=[O:19])[O:20][CH3:21])[CH2:16][CH2:17]2)[nH:5][c:6]1[CH3:7]. Reactants: NC=1C(=C(C=CC1)C1=CN=C(C=2NC3=CC(=CC=C3C21)OCCOC)C(=O)N)C (4-(3-amino-2-methylphenyl)-7-(2-methoxyethoxy)-9H-pyrido[3,4-b]indole-1-carboxamide), FC=1C=CC(=C(C(=O)O)C1)C=O (5-fluoro-2-formylbenzoic acid), C(C)(=O)O[BH-](OC(C)=O)OC(C)=O.[Na+] (sodium triacetoxyborohydride), C(C)(=O)O (acetic acid). Run in ClC(C)Cl (dichloroethane), O1CCCC1 (tetrahydrofuran). Run at time 16 hour. The product is C(N)(=O)C1=NC=C(C2=C1NC1=CC(=CC=C21)OCCOC)C=2C(=C(C=CC2)NCC2=C(C(=O)O)C=C(C=C2)F)C (2-((3-(1-Carbamoyl-7-(2-methoxyethoxy)-9H-pyrido[3,4-b]indol-4-yl)-2-methylphenylamino)methyl)-5-fluorobenzoic acid). Isolated yield 31.2%. As a reaction SMILES: [NH2:1][C:2]1[C:3]([CH3:29])=[C:4]([C:8]2[C:20]3[C:19]4[C:14](=[CH:15][C:16]([O:21][CH2:22][CH2:23][O:24][CH3:25])=[CH:17][CH:18]=4)[NH:13][C:12]=3[C:11]([C:26]([NH2:28])=[O:27])=[N:10][CH:9]=2)[CH:5]=[CH:6][CH:7]=1.[F:30][C:31]1[CH:32]=[CH:33][C:34]([CH:40]=O)=[C:35]([CH:39]=1)[C:36]([OH:38])=[O:37].C(O[BH-](OC(=O)C)OC(=O)C)(=O)C.[Na+].C(O)(=O)C>ClC(Cl)C.O1CCCC1>[C:26]([C:11]1[C:12]2[NH:13][C:14]3[C:19]([C:20]=2[C:8]([C:4]2[C:3]([CH3:29])=[C:2]([NH:1][CH2:40][C:34]4[CH:33]=[CH:32][C:31]([F:30])=[CH:39][C:35]=4[C:36]([OH:38])=[O:37])[CH:7]=[CH:6][CH:5]=2)=[CH:9][N:10]=1)=[CH:18][CH:17]=[C:16]([O:21][CH2:22][CH2:23][O:24][CH3:25])[CH:15]=3)(=[O:27])[NH2:28] |f:2.3|. Procedure: A mixture of 4-(3-amino-2-methylphenyl)-7-(2-methoxyethoxy)-9H-pyrido[3,4-b]indole-1-carboxamide (60.0 mg, 0.154 mmol), 5-fluoro-2-formylbenzoic acid (64.6 mg, 0.384 mmol), sodium triacetoxyborohydride (98 mg, 0.461 mmol), and acetic acid (0.022 mL, 0.384 mmol) in dichloroethane (3 mL) and tetrahydrofuran (2 mL) was stirred at room temperature for 16 hr and then quenched with water (3 mL). The resulting mixture was diluted with ethyl acetate (50 mL) and washed with water (25 mL). The aqueous sol...